This data is from the Open Reaction Database (ORD), a public repository of structured organic reaction records. The task is: describe an organic reaction: reactants, conditions, products, and yield Yields the product CCOC(=O)C=1N(C2=CC=CC(=C2C1)OCC=1N=C(SC1)C)C(=O)OC(C)(C)C (4-(2-Methyl-thiazol-4-ylmethoxy)-indole-1,2-dicarboxylic acid 1-tert-butyl ester 2-ethyl ester). Reactants: CC=1SC=C(N1)CO ((2-Methyl-thiazol-4-yl)-methanol), solution, C1(=CC=CC=C1)C (toluene), CCOC(=O)C=1N(C2=CC=CC(=C2C1)OCC1=CC=CC=C1)C(=O)OC(C)(C)C (4-Benzyloxy-indole-1,2-dicarboxylic acid 1-tert-butyl ester 2-ethyl ester), C1(=CC=CC=C1)P(C1=CC=CC=C1)C1=CC=CC=C1 (triphenylphosphine). Conditions: temperature 0 celsius, time 2.5 hour. Solvent: C1CCOC1 (THF). Procedure details: (2-Methyl-thiazol-4-yl)-methanol (168, 670 mg, 5.2 mmol) is dissolved in 12 ml of dry THF under argon, followed by addition of 4-Hydroxy-indole-1,2-dicarboxylic acid 1-tert-butyl ester 2-ethyl ester (102, see example 42, 1.58 g, 5.2 mmol), triphenylphosphine (1.63 g, 6.2 mmol).) and the solution is cooled to 0° C. A 40% solution of ethyl azadicarboxylate in toluene (2.7 ml, 6.2 mmol) is added dropwise and the mixture is stirred for 2.5 h at 0° C. The solvents are removed under reduced pressure a... Reaction SMILES: [CH3:1][C:2]1[S:3][CH:4]=[C:5]([CH2:7][OH:8])[N:6]=1.[CH3:9][CH2:10][O:11][C:12]([C:14]1[N:15]([C:31]([O:33][C:34]([CH3:37])([CH3:36])[CH3:35])=[O:32])[C:16]2[C:21]([CH:22]=1)=[C:20](OCC1C=CC=CC=1)[CH:19]=[CH:18][CH:17]=2)=[O:13].C1(P(C2C=CC=CC=2)C2C=CC=CC=2)C=CC=CC=1.C1(C)C=CC=CC=1>C1COCC1>[CH3:9][CH2:10][O:11][C:12]([C:14]1[N:15]([C:31]([O:33][C:34]([CH3:35])([CH3:37])[CH3:36])=[O:32])[C:16]2[C:21]([CH:22]=1)=[C:20]([O:8][CH2:7][C:5]1[N:6]=[C:2]([CH3:1])[S:3][CH:4]=1)[CH:19]=[CH:18][CH:17]=2)=[O:13]. Starting materials: C(C(=O)O)(=O)O.O1C(=CC=C1)CCC1N(C(C1)=O)CC(=O)OC (2-[2-(2-furanyl)ethyl]-4-oxo-1-azetidine acetic acid, methyl ester oxalate salt), O(C1=CC=CC=C1)CC(=O)OC (methyl phenoxyacetate), P(=O)([O-])([O-])[O-] (phosphate), [OH-].[K+] (KOH), CC1([C@@H](N2[C@H](S1)[C@@H](C2=O)NC(=O)CC=3C=CC=CC3)C(=O)O)C (penicillin G). Run in O (H2O). Run at temperature 28 celsius. Product: O(C1=CC=CC=C1)CC(=O)N[C@H]1[C@H](N(C1=O)CC(=O)OC)CCC=1OC=CC1 ((2R,3S)-3-Phenoxyacetylamino-2-[(2-furanyl)ethyl]-4-oxo-1-azetidine acetic acid, methyl ester). Isolated yield 13.0%. As a reaction SMILES: C(O)(=O)C(O)=O.[O:7]1[CH:11]=[CH:10][CH:9]=[C:8]1[CH2:12][CH2:13][CH:14]1[CH2:17][C:16](=[O:18])[N:15]1[CH2:19][C:20]([O:22][CH3:23])=[O:21].[O:24]([CH2:31][C:32]([O:34]C)=O)[C:25]1[CH:30]=[CH:29][CH:28]=[CH:27][CH:26]=1.P([O-])([O-])([O-])=O.[OH-].[K+].CC1(C)S[C@@H]2[C@H](NC(CC3C=CC=CC=3)=O)C(=O)[N:46]2[C@H]1C(O)=O>O>[O:24]([CH2:31][C:32]([NH:46][C@@H:17]1[C:16](=[O:18])[N:15]([CH2:19][C:20]([O:22][CH3:23])=[O:21])[C@@H:14]1[CH2:13][CH2:12][C:8]1[O:7][CH:11]=[CH:10][CH:9]=1)=[O:34])[C:25]1[CH:30]=[CH:29][CH:28]=[CH:27][CH:26]=1 |f:0.1,4.5|. Procedure details: A 100 mg sample of [(2R,3S),(2S,3R)]-3-amino- <2-[2-(2-furanyl)ethyl]-4-oxo-1-azetidine acetic acid, methyl ester oxalate salt and a 135 mg sample of methyl phenoxyacetate were added to 0.lM phosphate buffer (100 ml final volume) and adjusted to pH=6.0 with lN KOH. Milli-Q™ H2O washed Sclavo penicillin G amidase (40 I.U. of enzyme per gram of substrate) was then added to the reaction mixture and the pH of reaction mixture was maintained at 6.0 and temperature at 28° C. for 8 hours. The reaction ... The reactants are BrC1=CC=C(C(=C1C=O)O)OC (6-bromo-2-hydroxy-3-methoxy-benzaldehyde), OCC(C)(CO)C (neopentyl glycol), C(OCC)(OCC)OCC (triethyl orthoformate). The reagents and catalysts are CC=1C=CC(=CC1)S(=O)(=O)O (TsOH). Run at temperature 110 celsius. Yields the product BrC=1C(=C(C(=CC1)OC)O)C1OCC(CO1)(C)C (3-Bromo-2-(5,5-dimethyl-[1,3]dioxan-2-yl)-6-methoxy-phenol). Isolated yield 99.9%. Reaction SMILES: [Br:1][C:2]1[C:7]([CH:8]=[O:9])=[C:6]([OH:10])[C:5]([O:11][CH3:12])=[CH:4][CH:3]=1.[OH:13][CH2:14][C:15]([CH3:19])([CH2:17]O)[CH3:16].C(OCC)(OCC)OCC>CC1C=CC(S(O)(=O)=O)=CC=1>[Br:1][C:2]1[C:7]([CH:8]2[O:13][CH2:14][C:15]([CH3:19])([CH3:17])[CH2:16][O:9]2)=[C:6]([OH:10])[C:5]([O:11][CH3:12])=[CH:4][CH:3]=1. Reported procedure: A mixture of 6-bromo-2-hydroxy-3-methoxy-benzaldehyde (2.31 g, 10.0 mmol), neopentyl glycol (1.14 g, 11.0 mmol), TsOH (9.5 mg) and triethyl orthoformate (1.93 g, 13.0 mmol) were heated at 110° C. for 30 min and then partitioned between NaHCO3 (300 mL) solution and EtOAc (200 mL). The aqueous layer was extracted with EtOAc (3×30 mL) and the combined extracts were washed with brine and dried through Na2SO4. Evaporation of solvent afforded the title compound (3.17 g, 100%). 1H NMR (CDCl3) δ 0.85 (s... Starting materials: C(#C)C1=CC=C(C=C1)C (1-Ethynyl-4-methyl-benzene), IC1=C(N)C=CC=C1 (2-iodoaniline). Product: C1(=CC=C(C=C1)C=1NC2=CC=CC=C2C1)C (2-p-Tolyl-1H-indole). Isolated yield 74.0%. As a reaction SMILES: [C:1]([C:3]1[CH:8]=[CH:7][C:6]([CH3:9])=[CH:5][CH:4]=1)#[CH:2].I[C:11]1[CH:17]=[CH:16][CH:15]=[CH:14][C:12]=1[NH2:13]>>[C:6]1([CH3:9])[CH:7]=[CH:8][C:3]([C:1]2[NH:13][C:12]3[C:14]([CH:2]=2)=[CH:15][CH:16]=[CH:17][CH:11]=3)=[CH:4][CH:5]=1. Procedure details: The general procedure was used to convert 1-Ethynyl-4-methyl-benzene and 2-iodoaniline to the title product. Purification by flash chromatography gave the analytically pure product as a white solid, 74% yield. 1H NMR (300 MHz, DMSO) δ 11.47 (s, 1H), 7.74 (d, J=7.72, 2H), 7.50 (d, J=7.72, 2H), 7.38 (d, J=7.91, 1H), 7.25 (d, J=7.72, 2H), 7.11-7.06 (t, J=7.91, 1H), 7.01-6.96 (t, J=7.35, 1H), 6.83 (s, 1H), 2.34 (s, 3H). 13C NMR (75 MHz, DMSO) δ 138.63, 137.85, 137.60, 130.31, 129.55, 125.77, 122.17,... Reported procedure: In analogy to Example 183, 3-(2,4-dichloro-phenyl)-1,1,1-trifluoro-2-[1-(4-methoxy-phenyl)-1H-indazol-5-yl]-butan-2-ol (Example 191) was reacted with BBr3 to give the title compound as a colorless foam. MS (m/e)=481.0 [M+H+]. Yields the product ClC1=C(C=CC(=C1)Cl)C(C(C(F)(F)F)(O)C=1C=C2C=NN(C2=CC1)C1=CC=C(C=C1)O)C (4-{5-[2-(2,4-Dichloro-phenyl)-1-hydroxy-1-trifluoromethyl-propyl]-indazol-1-yl}-phenol). Reaction SMILES: [Cl:1][C:2]1[CH:7]=[C:6]([Cl:8])[CH:5]=[CH:4][C:3]=1[CH:9]([CH3:33])[C:10]([C:16]1[CH:17]=[C:18]2[C:22](=[CH:23][CH:24]=1)[N:21]([C:25]1[CH:30]=[CH:29][C:28]([O:31]C)=[CH:27][CH:26]=1)[N:20]=[CH:19]2)([OH:15])[C:11]([F:14])([F:13])[F:12].B(Br)(Br)Br>>[Cl:1][C:2]1[CH:7]=[C:6]([Cl:8])[CH:5]=[CH:4][C:3]=1[CH:9]([CH3:33])[C:10]([C:16]1[CH:17]=[C:18]2[C:22](=[CH:23][CH:24]=1)[N:21]([C:25]1[CH:26]=[CH:27][C:28]([OH:31])=[CH:29][CH:30]=1)[N:20]=[CH:19]2)([OH:15])[C:11]([F:14])([F:13])[F:12]. Starting materials: ClC1=C(C=CC(=C1)Cl)C(C(C(F)(F)F)(O)C=1C=C2C=NN(C2=CC1)C1=CC=C(C=C1)OC)C (3-(2,4-dichloro-phenyl)-1,1,1-trifluoro-2-[1-(4-methoxy-phenyl)-1H-indazol-5-yl]-butan-2-ol), B(Br)(Br)Br (BBr3).